describe an organic reaction: reactants, conditions, products, and yield From a dataset of the Open Reaction Database (ORD), a public repository of structured organic reaction records. Reactants: CC(C)C[AlH]CC(C)C (DIBAL-H), solution, CNC(C#N)(C)C1=CC=CC=C1 (2-methylamino-2-phenyl-propionitrile). The solvent is C1(=CC=CC=C1)C (toluene), C1(=CC=CC=C1)C (toluene). Conditions: time 17 hour. The product is CNC(CN)C1=CC=CC=C1 (N1-methyl-1-phenylethane-1,2-diamine). Yield: 106.7%. RXN SMILES: [CH3:1][NH:2][C:3]([C:7]1[CH:12]=[CH:11][CH:10]=[CH:9][CH:8]=1)(C)[C:4]#[N:5].CC(C[AlH]CC(C)C)C>C1(C)C=CC=CC=1>[CH3:1][NH:2][CH:3]([C:7]1[CH:12]=[CH:11][CH:10]=[CH:9][CH:8]=1)[CH2:4][NH2:5]. Procedure details: A solution of 2-methylamino-2-phenyl-propionitrile (7.8 g) in toluene (60 mL) was cooled to −78° C. and DIBAL-H solution (104 mL of a 20% solution in toluene) was added drop wise under nitrogen. The reaction mixture was slowly warmed to room temperature and then left at stirring for 17 h. After completion, the reaction mixture was quenched with 30 mL methanol and then 100 mL water. All solvents were evaporated and crude material was taken into 50 mL of water and acidified to pH=1 with 1N HCl. Th... Reactants: C1(=CC=CC=C1)C(C(=O)O)=C (2-phenyl-acrylic acid), S(=O)(Cl)Cl (thionyl chloride), C(C)(C)(C)C1=C(C(O)=CC=C1)O (tert-butylcatechol). Solvent: CN(C)C=O (DMF). The product is C1(=CC=CC=C1)C(C(=O)Cl)=C (2-phenyl-acryloyl chloride). As a reaction SMILES: [C:1]1([C:7](=[CH2:11])[C:8](O)=[O:9])[CH:6]=[CH:5][CH:4]=[CH:3][CH:2]=1.S(Cl)([Cl:14])=O.C(C1C=CC=C(O)C=1O)(C)(C)C>CN(C=O)C>[C:1]1([C:7](=[CH2:11])[C:8]([Cl:14])=[O:9])[CH:6]=[CH:5][CH:4]=[CH:3][CH:2]=1. Procedure: and is prepared by treating a DMF solution of 2-phenyl-acrylic acid with thionyl chloride in the presence of tert-butylcatechol to afford 2-phenyl-acryloyl chloride. The latter is subsequently treated with a 30% aqueous solution of ammonia according to the following literature: K. Nishiyama, Y. Inouye Agric. Biol. Chem. 1982, 46, 1027-1034. The reactants are Nc1cnc(OCC(F)(F)F)c(-c2ccc(Cl)cc2)c1, O=C(O)c1cccnc1. The product is O=C(Nc1cnc(OCC(F)(F)F)c(-c2ccc(Cl)cc2)c1)c1cccnc1. RXN SMILES: [Cl:1][c:2]1[cH:3][cH:4][c:5](-[c:8]2[cH:9][c:10]([NH2:20])[cH:11][n:12][c:13]2[O:14][CH2:15][C:16]([F:17])([F:18])[F:19])[cH:6][cH:7]1.[OH:21][C:22](=[O:23])[c:24]1[cH:25][cH:26][cH:27][n:28][cH:29]1>>[Cl:1][c:2]1[cH:3][cH:4][c:5](-[c:8]2[cH:9][c:10]([NH:20][C:22](=[O:21])[c:24]3[cH:25][cH:26][cH:27][n:28][cH:29]3)[cH:11][n:12][c:13]2[O:14][CH2:15][C:16]([F:17])([F:18])[F:19])[cH:6][cH:7]1. Reactants: NC1=C(C=CC(=C1)SC(F)(F)F)O (2-amino-4-(trifluoromethylthio)phenol), CCN=C=NCCCN(C)C (WSC), C(C1=CC=NC=C1)(=O)O (isonicotinic acid), N1=CC=CC=C1 (pyridine). Run in O (water). Reaction conditions: temperature 80 celsius. Yields the product OC1=C(C=C(C=C1)SC(F)(F)F)NC(C1=CC=NC=C1)=O (N-[2-hydroxy-5-(trifluoromethylthio)phenyl]isonicotinamide). The yield is 40.1%. As a reaction SMILES: [NH2:1][C:2]1[CH:7]=[C:6]([S:8][C:9]([F:12])([F:11])[F:10])[CH:5]=[CH:4][C:3]=1[OH:13].CCN=C=NCCCN(C)C.[C:25](O)(=[O:32])[C:26]1[CH:31]=[CH:30][N:29]=[CH:28][CH:27]=1.N1C=CC=CC=1>O>[OH:13][C:3]1[CH:4]=[CH:5][C:6]([S:8][C:9]([F:12])([F:10])[F:11])=[CH:7][C:2]=1[NH:1][C:25](=[O:32])[C:26]1[CH:31]=[CH:30][N:29]=[CH:28][CH:27]=1. Procedure: A mixture of 0.70 g of 2-amino-4-(trifluoromethylthio)phenol, 0.83 g of WSC, 0.41 g of isonicotinic acid and 7 ml of pyridine was stirred while heating at 80° C. for three hours. The reaction mixture was cooled to room temperature, and then water was poured into the reaction mixture, followed by extraction with ethyl acetate three times. The combined organic layers were washed with water and a saturated sodium chloride solution, dried over anhydrous magnesium sulfate, and then concentrated under... Reactants: CS(C)=O, O=c1ccn(C2CC(O)C(CO)O2)c(=O)[nH]1, FC(F)(F)I, [Fe+2], OO, O=S(=O)(O)O, O=S(=O)([O-])[O-]. Yields the product O=c1[nH]c(=O)n(C2CC(O)C(CO)O2)cc1C(F)(F)F. As a reaction SMILES: [CH3:35][S:36](=[O:37])[CH3:38].[CH:1]1([n:9]2[c:10](=[O:11])[nH:12][c:13](=[O:14])[cH:15][cH:16]2)[CH2:2][CH:3]([OH:4])[CH:5]([CH2:6][OH:7])[O:8]1.[F:22][C:23]([F:24])([F:25])[I:26].[Fe+2:34].[OH:27][OH:28].[S:17](=[O:18])(=[O:19])([OH:20])[OH:21].[S:29]([O-:30])([O-:31])(=[O:32])=[O:33]>>[CH:1]1([n:9]2[c:10](=[O:11])[nH:12][c:13](=[O:14])[c:15]([C:23]([F:22])([F:24])[F:25])[cH:16]2)[CH2:2][CH:3]([OH:4])[CH:5]([CH2:6][OH:7])[O:8]1. The reactants are Cl.Cl.N[C@@H](CC(=O)OCC)C=1C=NC=CC1 (ethyl 3-amino-3(S)-(3-pyridyl)propionate dihydrochloride), N1(CCNCC1)C1=CC=C2CCN(C(C2=C1)=O)CC(=O)NC[C@H](C(=O)O)NS(=O)(=O)C1=CC=CC=C1 (N-{[7-(Piperazin-1-yl)-3,4-dihydro-1(1H) -isoquinolinone-2-yl]acetyl}-2(R)-(phenylsulfonylamino)-β-alanine). Yields the product N1(CCNCC1)C1=CC=C2CCN(C(C2=C1)=O)CC(=O)N[C@@H](CC(=O)O)C=1C=NC=CC1 (N-{[7-(Piperazin-1-yl)-3,4-dihydro-1(1H)-isoquinolinone-2-yl]acetyl}-3(S)-(3-pyridyl)-β-alanine). Reaction SMILES: Cl.Cl.[NH2:3][C@H:4]([C:11]1[CH:12]=[N:13][CH:14]=[CH:15][CH:16]=1)[CH2:5][C:6]([O:8]CC)=[O:7].[N:17]1([C:23]2[CH:32]=[C:31]3[C:26]([CH2:27][CH2:28][N:29]([CH2:34][C:35](NC[C@@H](NS(C4C=CC=CC=4)(=O)=O)C(O)=O)=[O:36])[C:30]3=[O:33])=[CH:25][CH:24]=2)[CH2:22][CH2:21][NH:20][CH2:19][CH2:18]1>>[N:17]1([C:23]2[CH:32]=[C:31]3[C:26]([CH2:27][CH2:28][N:29]([CH2:34][C:35]([NH:3][C@H:4]([C:11]4[CH:12]=[N:13][CH:14]=[CH:15][CH:16]=4)[CH2:5][C:6]([OH:8])=[O:7])=[O:36])[C:30]3=[O:33])=[CH:25][CH:24]=2)[CH2:22][CH2:21][NH:20][CH2:19][CH2:18]1 |f:0.1.2|. Procedure details: Following the procedure described for 1-7, but substituting 2(R)-(phenylsulfonylamino)-β-alanine for ethyl 3-amino-3(S)-(3-pyridyl)propionate dihydrochloride, the title compound was prepared. 1H NMR (CD3OD): δ 1.50 (9H, s), 3.00 (2H, m), 3.18 (2H, m), 3.3-3.7 (10H, m), 4.09 (1H, dd), 4.23 (2H, m), 7.2 (2H, m), 7.5-7.6 (4H, m), 7.85 (2H, m), 8.22 (1H, m). ##STR43## N-{[7-(Piperazin-1-yl)-3,4-dihydro-1(1H) -isoquinolinone-2-yl]acetyl}-2(R)-(phenylsulfonylamino)-β-alanine (1-22) Reactants: C#Cc1cc(Cl)cc(NC(=O)OC(C)(C)C)c1C, ClCCl, O=C(O)C(F)(F)F. Product: C#Cc1cc(Cl)cc(N)c1C. RXN SMILES: [Cl:1][c:2]1[cH:3][c:4]([C:17]#[CH:18])[c:5]([CH3:16])[c:6]([NH:8][C:9](=[O:10])[O:11][C:12]([CH3:13])([CH3:14])[CH3:15])[cH:7]1.[Cl:26][CH2:27][Cl:28].[OH:19][C:20]([C:21]([F:22])([F:23])[F:24])=[O:25]>>[Cl:1][c:2]1[cH:3][c:4]([C:17]#[CH:18])[c:5]([CH3:16])[c:6]([NH2:8])[cH:7]1. Reactants: NC=1C=CC(=C(C1)N1CCN(CC1)C(=O)C1CC1)OC ([4-(5-Amino-2-methoxy-phenyl)-piperazin-1-yl]cyclopropyl methanone), [H-].[H-].[H-].[H-].[Li+].[Al+3] (LiAlH4). Run in C1CCOC1 (THF). Product: C1(CC1)CN1CCN(CC1)C=1C=C(C=CC1OC)N (3-(4-Cyclopropylmethyl-piperazin-1-yl)-4-methoxy-phenylamine). Yield: 75.0%. RXN SMILES: [NH2:1][C:2]1[CH:3]=[CH:4][C:5]([O:19][CH3:20])=[C:6]([N:8]2[CH2:13][CH2:12][N:11]([C:14]([CH:16]3[CH2:18][CH2:17]3)=O)[CH2:10][CH2:9]2)[CH:7]=1.[H-].[H-].[H-].[H-].[Li+].[Al+3]>C1COCC1>[CH:16]1([CH2:14][N:11]2[CH2:10][CH2:9][N:8]([C:6]3[CH:7]=[C:2]([NH2:1])[CH:3]=[CH:4][C:5]=3[O:19][CH3:20])[CH2:13][CH2:12]2)[CH2:17][CH2:18]1 |f:1.2.3.4.5.6|. Procedure: To a solution of [4-(5-amino-2-methoxy-phenyl)-piperazin-1-yl]cyclopropyl methanone (D19) (1.6 mmol) in dry THF (10 ml) under argon was added LiAlH4 (240 mg, 6.4 mmol). The resulting mixture was heated to reflux for 12 hrs and cooled before quenching with water (0.25 ml), 10% aqueous NaOH (0.25 ml) and finally water (0.75 ml). Filtration through celite and concentration in vacuo afforded the title compound (D21) in 75% yield. Found MH+ 262. Starting materials: C1CCOC1, CCCCCC, CC(C)[N-]C(C)C, ClCCCI, ClCCl, O=C1CCCc2onc(-c3ccccc3F)c21, [Li+], O. Yields the product O=C1c2c(-c3ccccc3F)noc2CCC1CCCCl. RXN SMILES: [CH2:32]1[O:33][CH2:34][CH2:35][CH2:36]1.[CH3:37][CH2:38][CH2:39][CH2:40][CH2:41][CH3:42].[CH:18]([N-:19][CH:20]([CH3:21])[CH3:22])([CH3:23])[CH3:24].[Cl:26][CH2:27][CH2:28][CH2:29][I:30].[Cl:43][CH2:44][Cl:45].[F:1][c:2]1[c:3](-[c:8]2[n:9][o:10][c:11]3[c:12]2[C:13](=[O:17])[CH2:14][CH2:15][CH2:16]3)[cH:4][cH:5][cH:6][cH:7]1.[Li+:25].[OH2:31]>>[F:1][c:2]1[c:3](-[c:8]2[n:9][o:10][c:11]3[c:12]2[C:13](=[O:17])[CH:14]([CH2:29][CH2:28][CH2:27][Cl:26])[CH2:15][CH2:16]3)[cH:4][cH:5][cH:6][cH:7]1.